This data is from the Open Reaction Database (ORD), a public repository of structured organic reaction records. The task is: describe an organic reaction: reactants, conditions, products, and yield The reactants are BrB(Br)Br, ClCCl, COc1ccc2cc(S(N)(=O)=O)ccc2c1C(=O)c1ccc(F)cc1. Product: NS(=O)(=O)c1ccc2c(C(=O)c3ccc(F)cc3)c(O)ccc2c1. RXN SMILES: [B:1]([Br:2])([Br:3])[Br:4].[CH2:30]([Cl:31])[Cl:32].[F:5][c:6]1[cH:7][cH:8][c:9]([C:10](=[O:11])[c:12]2[c:13]3[cH:14][cH:15][c:16]([S:24](=[O:25])(=[O:26])[NH2:27])[cH:17][c:18]3[cH:19][cH:20][c:21]2[O:22][CH3:23])[cH:28][cH:29]1>>[F:5][c:6]1[cH:7][cH:8][c:9]([C:10](=[O:11])[c:12]2[c:13]3[cH:14][cH:15][c:16]([S:24](=[O:25])(=[O:26])[NH2:27])[cH:17][c:18]3[cH:19][cH:20][c:21]2[OH:22])[cH:28][cH:29]1. The reactants are C(C1=CC=CC=C1)OC(=O)N[C@@H]1[C@@H](C[C@@H](CC1)NC(OC(C)(C)C)=O)C1=NC(=NO1)C (tert-butyl (1R,3R,4S)-4-((benzyloxycarbonyl)amino)-3-(3-methyl-1,2,4-oxadiazol-5-yl)cyclohexylcarbamate), Br.CC(=O)O (HBr AcOH), CCOCC (Et2O). Reaction conditions: time 25 minute. Product: C(C)(C)N([C@H]1C[C@H]([C@H](CC1)N)C1=NC(=NO1)C)C ((1R,3R,4S)-N1-isopropyl-N1-methyl-3-(3-methyl-1,2,4-oxadiazol-5-yl)cyclohexane-1,4-diamine). Reaction SMILES: C(OC([NH:11][C@H:12]1[CH2:17][CH2:16][C@@H:15]([NH:18][C:19](=O)OC(C)(C)C)[CH2:14][C@H:13]1[C:26]1[O:30][N:29]=[C:28]([CH3:31])[N:27]=1)=O)C1C=CC=CC=1.Br.[CH3:33][C:34](O)=O.[CH3:37]COCC>>[CH:34]([N:18]([CH3:19])[C@@H:15]1[CH2:16][CH2:17][C@H:12]([NH2:11])[C@H:13]([C:26]2[O:30][N:29]=[C:28]([CH3:31])[N:27]=2)[CH2:14]1)([CH3:33])[CH3:37] |f:1.2|. Procedure: The entirety of benzyl (1S,2R,4R)-4-(isopropyl(methyl)amino)-2-(3-methyl-1,2,4-oxadiazol-5-yl)cyclohexylcarbamate prepared in Step 2 (270 mg, 0.7 mmol) was charged with 30% HBr/AcOH (5 mL). The reaction vessel warms and a vigorous gas evolution occurs. The mixture was stirred for 25 min at RT and then the flask was placed in a cool water bath before the addition of 20 mL of Et2O. The resulting solid was collected, washed with Et2O twice, and concentrated in vacuo to give (1R,3R,4S)-N1-isopropyl-... Reactants: C(C)OC(=O)C=1N=CC2=CC(=CC=C2C1O)Br (7-Bromo-4-hydroxy-isoquinoline-3-carboxylic acid ethyl ester), C1(CCCCC1)NC(=O)N (cyclohexyl urea). Product: C(C)OC(=O)C=1N=CC2=CC(=CC=C2C1O)NC(=O)NC1CCCCC1 (7-(3-Cyclohexyl-ureido)-4-hydroxy-isoquinoline-3-carboxylic acid ethyl ester). As a reaction SMILES: [CH2:1]([O:3][C:4]([C:6]1[N:7]=[CH:8][C:9]2[C:14]([C:15]=1[OH:16])=[CH:13][CH:12]=[C:11](Br)[CH:10]=2)=[O:5])[CH3:2].[CH:18]1([NH:24][C:25]([NH2:27])=[O:26])[CH2:23][CH2:22][CH2:21][CH2:20][CH2:19]1>>[CH2:1]([O:3][C:4]([C:6]1[N:7]=[CH:8][C:9]2[C:14]([C:15]=1[OH:16])=[CH:13][CH:12]=[C:11]([NH:27][C:25]([NH:24][CH:18]1[CH2:23][CH2:22][CH2:21][CH2:20][CH2:19]1)=[O:26])[CH:10]=2)=[O:5])[CH3:2]. Procedure: 7-(3-Cyclohexyl-ureido)-4-hydroxy-isoquinoline-3-carboxylic acid ethyl ester was prepared from 7-Bromo-4-hydroxy-isoquinoline-3-carboxylic acid ethyl ester under conditions analogous to Example 116(a) using cyclohexyl urea. 1H NMR (200 MHz, CDCl3): δ ppm=11.79 (br s, 1H), 8.66 (s, 1H), 8.20 (m, 2H), 7.67 (br s, 1H), 7.50 (d, 1H), 5.30 (d, 1H), 4.53 (q, 2H), 3.71-3.63 (m, 1H), 1.98 (br d, 2H), 1.68-1.07 (m, 19H.) Starting materials: FC(CCCCCCCCCCCCCCCNC1=CC=C(C(=O)O)C=C1)(F)F (4-[15-(trifluoromethyl)pentadecylamino]benzoic acid), 4A, C(C(O)C)(=O)O (lactic acid), C=1(C(=CC=CC1)S(=O)(=O)O)C (toluenesulfonic acid). Run in C1(=CC=CC=C1)C (toluene). Product: FC(CCCCCCCCCCCCCCCNC1=CC=C(C(=O)OC(C)C(=O)O)C=C1)(F)F (1-Carboxyethyl 4-[15-(trifluoromethyl)pentadecylamino]benzoate). As a reaction SMILES: [F:1][C:2]([F:29])([F:28])[CH2:3][CH2:4][CH2:5][CH2:6][CH2:7][CH2:8][CH2:9][CH2:10][CH2:11][CH2:12][CH2:13][CH2:14][CH2:15][CH2:16][CH2:17][NH:18][C:19]1[CH:27]=[CH:26][C:22]([C:23]([OH:25])=[O:24])=[CH:21][CH:20]=1.[C:30]([OH:35])(=[O:34])[CH:31]([CH3:33])O.C1(C)C(S(O)(=O)=O)=CC=CC=1>C1(C)C=CC=CC=1>[F:1][C:2]([F:28])([F:29])[CH2:3][CH2:4][CH2:5][CH2:6][CH2:7][CH2:8][CH2:9][CH2:10][CH2:11][CH2:12][CH2:13][CH2:14][CH2:15][CH2:16][CH2:17][NH:18][C:19]1[CH:27]=[CH:26][C:22]([C:23]([O:25][CH:31]([C:30]([OH:35])=[O:34])[CH3:33])=[O:24])=[CH:21][CH:20]=1. Reported procedure: A flask containing 10.0 g. 4-[15-(trifluoromethyl)pentadecylamino]benzoic acid, 3.3 g. lactic acid, 500 mg. toluenesulfonic acid and 500 ml. toluene is equipped with a Soxhlet extractor charged with activated 4A Linde molecular sieves. The solution is refluxed for 24 hours, during which time the Soxhlet extractor is charged twice more with fresh sieves. The hot solution is filtered and allowed to cool, whereupon the product separates as off-white crystals. The reactants are O=[N+]([O-])c1ccc(F)cc1, OCc1cccc(F)c1, [K+], [OH-], O. Product: O=[N+]([O-])c1ccc(OCc2cccc(F)c2)cc1. As a reaction SMILES: [F:12][c:13]1[cH:14][cH:15][c:16]([N+:19](=[O:20])[O-:21])[cH:17][cH:18]1.[F:1][c:2]1[cH:3][c:4]([CH2:5][OH:6])[cH:7][cH:8][cH:9]1.[K+:11].[OH-:10].[OH2:22]>>[F:1][c:2]1[cH:3][c:4]([CH2:5][O:6][c:13]2[cH:14][cH:15][c:16]([N+:19](=[O:20])[O-:21])[cH:17][cH:18]2)[cH:7][cH:8][cH:9]1.